The task is: describe an organic reaction: reactants, conditions, products, and yield. This data is from the Open Reaction Database (ORD), a public repository of structured organic reaction records. Starting materials: CS(=O)(=O)O, CCCCCC, CC(C)O, Fc1ccc(C2CCNCC2COc2ccc3c(c2)OCO3)cc1. The product is CS(=O)(=O)[O-], Fc1ccc(C2CCNCC2COc2ccc3c(c2)OCO3)cc1. As a reaction SMILES: [CH3:25][S:26]([OH:27])(=[O:28])=[O:29].[CH3:30][CH2:31][CH2:32][CH2:33][CH2:34][CH3:35].[CH3:36][CH:37]([OH:38])[CH3:39].[CH:1]1([c:18]2[cH:19][cH:20][c:21]([F:22])[cH:23][cH:24]2)[CH2:2][CH2:3][NH:4][CH2:5][CH:6]1[CH2:7][O:8][c:9]1[cH:10][cH:11][c:12]2[c:16]([cH:17]1)[O:15][CH2:14][O:13]2>>[CH3:25][S:26](=[O:27])(=[O:28])[O-:29].[CH:1]1([c:18]2[cH:19][cH:20][c:21]([F:22])[cH:23][cH:24]2)[CH2:2][CH2:3][NH:4][CH2:5][CH:6]1[CH2:7][O:8][c:9]1[cH:10][cH:11][c:12]2[c:16]([cH:17]1)[O:15][CH2:14][O:13]2. The reactants are ClC=1C(=C2C(=NC1)NC(=C2)C2=C(C=C(C=C2)NC(CN(C)C)=O)F)C2=CN=C(S2)C2(CCC2)OCOC (N-(4-(5-chloro-4-(2-(1-(methoxymethoxy)cyclobutyl)thiazol-5-yl)-1H-pyrrolo[2,3-b]pyridin-2-yl)-3-fluorophenyl)-2-(dimethylamino)acetamide), ClC=1C(=C2C(=NC1)NC(=C2)C2=NOC(=N2)C2CN(CCC2)C(=O)OC(C)(C)C)C2=CN=C(S2)C2(CCC2)OCOC (tert-butyl 3-(3-(5-chloro-4-(2-(1-(methoxymethoxy)cyclobutyl)thiazol-5-yl)-1H-pyrrolo[2,3-b]pyridin-2-yl)-1,2,4-oxadiazol-5-yl)piperidine-1-carboxylate). Product: ClC=1C(=C2C(=NC1)NC(=C2)C2=C(C=C(C=C2)NC(CN(C)C)=O)F)C2=CN=C(S2)C2(CCC2)O (N-(4-(5-chloro-4-(2-(1-hydroxycyclobutyl)thiazol-5-yl)-1H-pyrrolo[2,3-b]pyridin-2-yl)-3-fluorophenyl)-2-(dimethylamino)acetamide). RXN SMILES: [Cl:1][C:2]1[C:3]([C:25]2[S:29][C:28]([C:30]3([O:34]COC)[CH2:33][CH2:32][CH2:31]3)=[N:27][CH:26]=2)=[C:4]2[CH:10]=[C:9]([C:11]3[CH:16]=[CH:15][C:14]([NH:17][C:18](=[O:23])[CH2:19][N:20]([CH3:22])[CH3:21])=[CH:13][C:12]=3[F:24])[NH:8][C:5]2=[N:6][CH:7]=1.ClC1C(C2SC(C3(OCOC)CCC3)=NC=2)=C2C=C(C3N=C(C4CCCN(C(OC(C)(C)C)=O)C4)ON=3)NC2=NC=1>>[Cl:1][C:2]1[C:3]([C:25]2[S:29][C:28]([C:30]3([OH:34])[CH2:31][CH2:32][CH2:33]3)=[N:27][CH:26]=2)=[C:4]2[CH:10]=[C:9]([C:11]3[CH:16]=[CH:15][C:14]([NH:17][C:18](=[O:23])[CH2:19][N:20]([CH3:22])[CH3:21])=[CH:13][C:12]=3[F:24])[NH:8][C:5]2=[N:6][CH:7]=1. Reported procedure: The title compound was prepared as described in Example 22E, substituting N-(4-(5-chloro-4-(2-(1-(methoxymethoxy)cyclobutyl)thiazol-5-yl)-1H-pyrrolo[2,3-b]pyridin-2-yl)-3-fluorophenyl)-2-(dimethylamino)acetamide (Example 60C) for 1 tert-butyl 3-(3-(5-chloro-4-(2-(1-(methoxymethoxy)cyclobutyl)thiazol-5-yl)-1H-pyrrolo[2,3-b]pyridin-2-yl)-1,2,4-oxadiazol-5-yl)piperidine-1-carboxylate (Example 22D). 1H NMR (400 MHz, DMSO-D6) ppm 12.49 (s, 1H) 10.12 (s, 1H) 8.37 (s, 1H) 8.22 (s, 1H) 7.95 (m, 1H) 7.84... The reactants are Cc1ccc(-n2oc(=O)n(CO)c2=O)cc1, Cc1ccccc1, ClC(Cl)Cl, O=S(Cl)Cl. The product is Cc1ccc(-n2oc(=O)n(CCl)c2=O)cc1. As a reaction SMILES: [CH3:1][c:2]1[cH:3][cH:4][c:5](-[n:8]2[o:9][c:10](=[O:16])[n:11]([CH2:14][OH:15])[c:12]2=[O:13])[cH:6][cH:7]1.[CH3:25][c:26]1[cH:27][cH:28][cH:29][cH:30][cH:31]1.[CH:21]([Cl:22])([Cl:23])[Cl:24].[S:17]([Cl:18])([Cl:19])=[O:20]>>[CH3:1][c:2]1[cH:3][cH:4][c:5](-[n:8]2[o:9][c:10](=[O:16])[n:11]([CH2:14][Cl:19])[c:12]2=[O:13])[cH:6][cH:7]1. The reactants are C=1C=C(SC1)CNC2=CC(=C(C=C2C3=NNN=N3)S(=O)(=O)N)Cl (Azosemide), C=O (formaldehyde), CN(C)C=O (DMF). The solvent is C(Cl)Cl (methylene chloride), C(Cl)Cl.CN(C)C=O (methylene chloride DMF). Yields the product ClC1=C(C=C(C(=C1)NCC=1SC=CC1)C1=NN=NN1CO)S(=O)(=O)N (2-chloro-5-[1-(hydroxymethyl)-1H-tetrazol-5-yl]-4-[(2-thienylmethyl)amino]benzenesulfonamide). RXN SMILES: [CH:1]1[CH:2]=[C:3]([CH2:6][NH:7][C:8]2[C:13]([C:14]3[N:18]=[N:17][NH:16][N:15]=3)=[CH:12][C:11]([S:19]([NH2:22])(=[O:21])=[O:20])=[C:10]([Cl:23])[CH:9]=2)[S:4][CH:5]=1.C=O.CN([CH:29]=[O:30])C>C(Cl)Cl.C(Cl)Cl.CN(C=O)C>[Cl:23][C:10]1[CH:9]=[C:8]([NH:7][CH2:6][C:3]2[S:4][CH:5]=[CH:1][CH:2]=2)[C:13]([C:14]2[N:15]([CH2:29][OH:30])[N:16]=[N:17][N:18]=2)=[CH:12][C:11]=1[S:19]([NH2:22])(=[O:21])=[O:20] |f:4.5|. Procedure details: Azosemide can be reacted with formaldehyde in methylene chloride, methylene chloride-DMF mixtures or DMF to yield 2-chloro-5-[1-(hydroxymethyl)-1H-tetrazol-5-yl]-4-[(2-thienylmethyl)amino]benzenesulfonamide. Reactants: O=C1C=2N(CCCN1)C1=C(C2)C=CC(=N1)C(=O)OCC (ethyl 6-oxo-7,8,9,10-tetrahydro-6H-pyrido[3′,2′:4,5]pyrrolo[1,2-a][1,4]diazepine-2-carboxylate), [OH-].[Na+] (NaOH). The solvent is C(C)O (ethanol). Conditions: temperature 50 celsius, time 5 hour. The product is O=C1C=2N(CCCN1)C1=C(C2)C=CC(=N1)C(=O)O (6-Oxo-7,8,9,10-tetrahydro-6H-pyrido[3′,2′:4,5]pyrrolo[1,2-a][1,4]diazepine-2-carboxylic acid). Yield: 84.8%. As a reaction SMILES: [O:1]=[C:2]1[NH:8][CH2:7][CH2:6][CH2:5][N:4]2[C:9]3[N:15]=[C:14]([C:16]([O:18]CC)=[O:17])[CH:13]=[CH:12][C:10]=3[CH:11]=[C:3]12.[OH-].[Na+]>C(O)C>[O:1]=[C:2]1[NH:8][CH2:7][CH2:6][CH2:5][N:4]2[C:9]3[N:15]=[C:14]([C:16]([OH:18])=[O:17])[CH:13]=[CH:12][C:10]=3[CH:11]=[C:3]12 |f:1.2|. Procedure details: To a solution of ethyl 6-oxo-7,8,9,10-tetrahydro-6H-pyrido[3′,2′:4,5]pyrrolo[1,2-a][1,4]diazepine-2-carboxylate (1.84 g, 6.73 mmol) in ethanol (30 mL) is added 1N NaOH solution (16.8 mL, 16.8 mmol). The reaction is stirred at 50° C. for 5 h then is cooled to room temperature. The ethanol is removed in vacuo and the aqueous mixture is acidified to pH 5 with 1N hydrochloric acid. The resulting solid is collected by filtration and dried in vacuo at 50° C. to afford the title compound as a tan solid... Yield: 66.0%. Reactants: C(C)N1CCC2=CC(=CC=C12)S(=O)(=O)N (1-ethylindoline-5-sulfonamide), ClC=1C=C(C=CC1Cl)CC(=O)N1CCC2=CC(=CC=C12)S(=O)(=O)N (1-(2-(3,4-dichlorophenyl)acetyl)indoline-5-sulfonamide), ClC=1C=C(C=CC1Cl)CC(=O)N1CCC2=CC(=CC=C12)S(=O)(=O)N (1-(2-(3,4-dichlorophenyl)acetyl)indoline-5-sulfonamide). Product: ClC=1C=C(CCN2CCC3=CC(=CC=C23)S(=O)(=O)N)C=CC1Cl (1-(3,4-Dichlorophenethyl)indoline-5-sulfonamide). Reported procedure: Following a procedure analogous to that for the synthesis of Intermediate 53, 1-(2-(3,4-dichlorophenyl)acetyl)indoline-5-sulfonamide (Intermediate 64, 140 mg, 0.363 mmol) was converted to the title compound (89 mg, 66%) after purification using preparative HPLC. 1H NMR (DMSO-d6) δ 7.64-7.63 (m, 1H), 7.54 (d, J=8.1 Hz, 1H), 7.43 (dd, J=8.4, 2.0 Hz, 1H), 7.39 (d, J=1.5 Hz, 1H), 7.33 (dd, J=8.3 Hz, 2.1 Hz, 1H), 6.90 (s, 2H), 6.56 (d, J=8.4 Hz, 1H), 3.49 (t, J=8.7 Hz, 2H), 3.42-3.38 (m, 2H), 2.95 (t... RXN SMILES: C(N1C2C(=CC(S(N)(=O)=O)=CC=2)CC1)C.[Cl:16][C:17]1[CH:18]=[C:19]([CH2:24][C:25]([N:27]2[C:35]3[C:30](=[CH:31][C:32]([S:36]([NH2:39])(=[O:38])=[O:37])=[CH:33][CH:34]=3)[CH2:29][CH2:28]2)=O)[CH:20]=[CH:21][C:22]=1[Cl:23]>>[Cl:16][C:17]1[CH:18]=[C:19]([CH:20]=[CH:21][C:22]=1[Cl:23])[CH2:24][CH2:25][N:27]1[C:35]2[C:30](=[CH:31][C:32]([S:36]([NH2:39])(=[O:38])=[O:37])=[CH:33][CH:34]=2)[CH2:29][CH2:28]1. Starting materials: ClC1=C(C(=C(C=2OC3=C(C21)C(=C(C(=C3)Cl)Cl)Cl)[N+](=O)[O-])Cl)Cl (1,2,3,7,8,9-hexachloro-4-nitrodibenzofuran), NaSH. Run in C(C)O (ethanol). Product: amine, ClC1=C(C(=C(C=2OC3=C(C21)C(=C(C(=C3)Cl)Cl)Cl)N)Cl)Cl (1,2,3,7,8,9-hexachloro-4-aminodibenzofuran). RXN SMILES: [Cl:1][C:2]1[C:10]2[C:9]3[C:11]([Cl:17])=[C:12]([Cl:16])[C:13]([Cl:15])=[CH:14][C:8]=3[O:7][C:6]=2[C:5]([N+:18]([O-])=O)=[C:4]([Cl:21])[C:3]=1[Cl:22]>C(O)C>[Cl:1][C:2]1[C:10]2[C:9]3[C:11]([Cl:17])=[C:12]([Cl:16])[C:13]([Cl:15])=[CH:14][C:8]=3[O:7][C:6]=2[C:5]([NH2:18])=[C:4]([Cl:21])[C:3]=1[Cl:22]. Procedure: The corresponding amine was prepared by reducing 1,2,3,7,8,9-hexachloro-4-nitrodibenzofuran with 1.8 mmol of NaSH in 5 ml of ethanol. The resulting 1,2,3,7,8,9-hexachloro-4-aminodibenzofuran was isolated by extracting with five times 30 ml of diethyl ether. The resulting solution was washed twice with 10 ml of water and dried over magnesium sulfate. Subsequently, the amine was removed from the desiccant and isolated again. The reactants are N(=O)[O-].[Na+] (sodium nitrite), ClC1=CC(=C(N)C=C1)[N+](=O)[O-] (p-chloro-o-nitroaniline), CC(=O)CC(=O)NC1=CC=CC=C1Cl (acetoacet-o-chloroanilide), ClCC(=O)O (α-chloroacetic acid), N (ammonia). The solvent is C(C)C(C(=O)O)CCCC (2-ethylhexanoic acid), C(C)C(C(=O)O)CCCC (2-ethylhexanoic acid). Reaction conditions: time 1 hour. Product: CC(=O)C(C(=O)NC1=CC=CC=C1Cl)N=NC2=C(C=C(C=C2)Cl)[N+](=O)[O-] (C.I. Pigment Yellow 3). As a reaction SMILES: [Cl:1][C:2]1[CH:8]=[CH:7][C:5]([NH2:6])=[C:4]([N+:9]([O-:11])=[O:10])[CH:3]=1.[CH3:12][C:13]([CH2:15][C:16]([NH:18][C:19]1[C:24]([Cl:25])=[CH:23][CH:22]=[CH:21][CH:20]=1)=[O:17])=[O:14].ClCC(O)=O.[N:31]([O-])=O.[Na+].N>C(C(CCCC)C(O)=O)C>[CH3:12][C:13]([CH:15]([N:31]=[N:6][C:5]1[CH:7]=[CH:8][C:2]([Cl:1])=[CH:3][C:4]=1[N+:9]([O-:11])=[O:10])[C:16]([NH:18][C:19]1[C:24]([Cl:25])=[CH:23][CH:22]=[CH:21][CH:20]=1)=[O:17])=[O:14] |f:3.4|. Procedure details: 8.62 g of p-chloro-o-nitroaniline, 10.89 g of acetoacet-o-chloroanilide, 2.36 g of α-chloroacetic acid and 50 ml of 2-ethylhexanoic acid are stirred at 600 rpm for 1 hour in a 1/2 liter grinding pot containing 200 g of 2-3 mm diameter glass beads. The temperature reaches 26° C. 4.14 g of sodium nitrite are added and stirring continued. As pigment formation commences and the grinding viscosity increases, 25 ml portions of 2-ethylhexanoic acid are added after 2 and 5 minutes. A maximum temperature... The reactants are Clc1cccc(Cl)n1, O, O=[N+]([O-])O, O=S(=O)(O)O. Yields the product O=[N+]([O-])c1ccc(Cl)nc1Cl. As a reaction SMILES: [Cl:1][c:2]1[n:3][c:4]([Cl:8])[cH:5][cH:6][cH:7]1.[OH2:18].[OH:14][N+:15]([O-:16])=[O:17].[S:9](=[O:10])(=[O:11])([OH:12])[OH:13]>>[Cl:1][c:2]1[n:3][c:4]([Cl:8])[cH:5][cH:6][c:7]1[N+:15](=[O:14])[O-:16].